Dataset: the Open Reaction Database (ORD), a public repository of structured organic reaction records. Task: describe an organic reaction: reactants, conditions, products, and yield Reactants: S(C1=CC=CC(=C1)[Si](C)(C)C)C. The reagents and catalysts are O1B(OC(C)(C)C1(C)C)B2OC(C)(C)C(O2)(C)C, FC(F)(F)C1OB(OC1)C=2C=CC=CC2C=3C=NC(=CC3)C4=NC=CC=C4, C[OH2+].C[OH2+].C1CC=CCCC=C1.C1CC=CCCC=C1.[Ir].[Ir]. Solvent: C=1C=C(C=CC1C)C. Conditions: temperature 55 celsius, time 24 hour. Yields the product O1B(OC(C)(C)C1(C)C)C2=CC=C(C=C2SC)[Si](C)(C)C. Isolated yield 83.0%. Procedure details: Ligand 3f: A mixture of ortho- and meta-borylated products (134 mg, 83% yield, ortho/meta + para = >30); ortho-borylated product 4m was obtained by further purification by GPC (120 mg, 74% yield), yellow solid (mp. 98-100 oC); Reactants: Clc1nc(N2CCOCC2)c2nc(CBr)ccc2n1, [N-]=[N+]=[N-], [Na+], CN(C)C=O. The product is [N-]=[N+]=NCc1ccc2nc(Cl)nc(N3CCOCC3)c2n1. Reaction SMILES: [Br:1][CH2:2][c:3]1[cH:4][cH:5][c:6]2[n:7][c:8]([Cl:19])[n:9][c:10]([N:13]3[CH2:14][CH2:15][O:16][CH2:17][CH2:18]3)[c:11]2[n:12]1.[N-:21]=[N+:22]=[N-:23].[Na+:20].[O:24]=[CH:25][N:26]([CH3:27])[CH3:28]>>[CH2:2]([c:3]1[cH:4][cH:5][c:6]2[n:7][c:8]([Cl:19])[n:9][c:10]([N:13]3[CH2:14][CH2:15][O:16][CH2:17][CH2:18]3)[c:11]2[n:12]1)[N:21]=[N+:22]=[N-:23]. The reactants are ClCCl, CN1CCC(C(=O)Cl)CC1, CCN(C(C)C)C(C)C, Nc1cc(Cl)ccn1. The product is CN1CCC(C(=O)Nc2cc(Cl)ccn2)CC1. As a reaction SMILES: [CH2:28]([Cl:29])[Cl:30].[CH3:1][N:2]1[CH2:3][CH2:4][CH:5]([C:8](=[O:9])[Cl:10])[CH2:6][CH2:7]1.[CH:19]([N:20]([CH:21]([CH3:22])[CH3:23])[CH2:24][CH3:25])([CH3:26])[CH3:27].[Cl:11][c:12]1[cH:13][c:14]([NH2:18])[n:15][cH:16][cH:17]1>>[CH3:1][N:2]1[CH2:3][CH2:4][CH:5]([C:8](=[O:9])[NH:18][c:14]2[cH:13][c:12]([Cl:11])[cH:17][cH:16][n:15]2)[CH2:6][CH2:7]1. Starting materials: C1CCOC1, COc1ccc(C=O)c2sc3c(NC(C)=O)cccc3c12, [O-][Cl+][O-], NS(=O)(=O)O, [Na+], O. Product: COc1ccc(C(=O)O)c2sc3c(NC(C)=O)cccc3c12. Reaction SMILES: [CH2:31]1[O:32][CH2:33][CH2:34][CH2:35]1.[CH3:1][O:2][c:3]1[cH:4][cH:5][c:6]([CH:20]=[O:21])[c:7]2[s:8][c:9]3[c:10]([c:11]12)[cH:12][cH:13][cH:14][c:15]3[NH:16][C:17]([CH3:18])=[O:19].[Cl+:27]([O-:28])[O-:29].[NH2:22][S:23]([OH:24])(=[O:25])=[O:26].[Na+:30].[OH2:36]>>[CH3:1][O:2][c:3]1[cH:4][cH:5][c:6]([C:20](=[O:21])[OH:24])[c:7]2[s:8][c:9]3[c:10]([c:11]12)[cH:12][cH:13][cH:14][c:15]3[NH:16][C:17]([CH3:18])=[O:19]. Reactants: O=C(N1CCc2ccccc2C1C1CCCCC1)C1(O)CCN(Cc2ccccc2)CC1, CO, [Pd]. The product is O=C(N1CCc2ccccc2C1C1CCCCC1)C1(O)CCNCC1. As a reaction SMILES: [CH2:1]([c:2]1[cH:3][cH:4][cH:5][cH:6][cH:7]1)[N:8]1[CH2:9][CH2:10][C:11]([OH:14])([C:15](=[O:16])[N:17]2[CH:18]([CH:27]3[CH2:28][CH2:29][CH2:30][CH2:31][CH2:32]3)[c:19]3[cH:20][cH:21][cH:22][cH:23][c:24]3[CH2:25][CH2:26]2)[CH2:12][CH2:13]1.[CH3:33][OH:34].[Pd:35]>>[NH:8]1[CH2:9][CH2:10][C:11]([OH:14])([C:15](=[O:16])[N:17]2[CH:18]([CH:27]3[CH2:28][CH2:29][CH2:30][CH2:31][CH2:32]3)[c:19]3[cH:20][cH:21][cH:22][cH:23][c:24]3[CH2:25][CH2:26]2)[CH2:12][CH2:13]1. Starting materials: [BH4-].[Na+] (sodium borohydride), FC(C(=O)O)(F)F (trifluoroacetic acid), aqueous solution, Cl (hydrochloric acid), CN(C=1C=CC(=C(C#N)C1)[N+](=O)[O-])C (5-dimethylamino-2-nitrobenzonitrile). Run in O1CCCC1 (tetrahydrofuran), O1CCCC1 (tetrahydrofuran). Run at time 8 hour. Yields the product CN(C=1C=CC(=C(CN)C1)[N+](=O)[O-])C (5-dimethylamino-2-nitrobenzylamine). As a reaction SMILES: FC(F)(F)C(O)=O.[BH4-].[Na+].[CH3:10][N:11]([CH3:23])[C:12]1[CH:13]=[CH:14][C:15]([N+:20]([O-:22])=[O:21])=[C:16]([CH:19]=1)[C:17]#[N:18].Cl>O1CCCC1>[CH3:10][N:11]([CH3:23])[C:12]1[CH:13]=[CH:14][C:15]([N+:20]([O-:22])=[O:21])=[C:16]([CH:19]=1)[CH2:17][NH2:18] |f:1.2|. Reported procedure: A solution consisting of 120 ml of trifluoroacetic acid and 200 ml of tetrahydrofuran was added to a solution of 60 g of sodium borohydride in 300 ml of tetrahydrofuran under ice-cooling to a temperature of 15° C. or less. 63.4 of 5-dimethylamino-2-nitrobenzonitrile was added to the mixture, followed by stirring. After cooling the heat generated, the stirring was continued at room temperature overnight. 650 ml of a 10% aqueous solution of hydrochloric acid was then added thereto, followed by hea... Starting materials: ClCCl, C=Cc1c(F)ccc(C(=O)OC(C)(C)C)c1F, O=C(O)C(F)(F)F. The product is C=Cc1c(F)ccc(C(=O)O)c1F. Reaction SMILES: [Cl:25][CH2:26][Cl:27].[F:8][c:9]1[c:10]([C:11](=[O:12])[O:13][C:14]([CH3:15])([CH3:16])[CH3:17])[cH:18][cH:19][c:20]([F:24])[c:21]1[CH:22]=[CH2:23].[OH:1][C:2]([C:3]([F:4])([F:5])[F:6])=[O:7]>>[F:8][c:9]1[c:10]([C:11](=[O:12])[OH:13])[cH:18][cH:19][c:20]([F:24])[c:21]1[CH:22]=[CH2:23].